From a dataset of the Open Reaction Database (ORD), a public repository of structured organic reaction records. describe an organic reaction: reactants, conditions, products, and yield Starting materials: CCO, Cl, [K+], NO, [OH-], N#Cc1ccc(-c2ccccc2)o1. Product: NC(=NO)c1ccc(-c2ccccc2)o1. As a reaction SMILES: [CH3:19][CH2:20][OH:21].[ClH:14].[K+:18].[NH2:15][OH:16].[OH-:17].[c:1]1(-[c:7]2[cH:8][cH:9][c:10]([C:12]#[N:13])[o:11]2)[cH:2][cH:3][cH:4][cH:5][cH:6]1>>[c:1]1(-[c:7]2[cH:8][cH:9][c:10]([C:12]([NH2:13])=[N:15][OH:16])[o:11]2)[cH:2][cH:3][cH:4][cH:5][cH:6]1. The reactants are COC(=O)C=1C(=C2C=C(C(N(C2=C(N1)C=1C=NC=CC1)CC1=CC=CC=C1)=O)CC1=CC=CC=C1)O (1,3-dibenzyl-5-hydroxy-2-oxo-8-pyridin-3-yl-1,2-dihydro-[1,7]naphthyridine-6-carboxylic acid methyl ester), NCC(=O)O (glycine), C[O-].[Na+] (NaOMe). The product is C(C1=CC=CC=C1)N1C(C(=CC2=C(C(=NC(=C12)C=1C=NC=CC1)C(=O)NCC(=O)O)O)CC1=CC=CC=C1)=O ([(1,3-Dibenzyl-5-hydroxy-2-oxo-8-pyridin-3-yl-1,2-dihydro-[1,7]naphthyridine-6-carbonyl)-amino]-acetic acid). Isolated yield 54.1%. As a reaction SMILES: CO[C:3]([C:5]1[C:6]([OH:36])=[C:7]2[C:12](=[C:13]([C:15]3[CH:16]=[N:17][CH:18]=[CH:19][CH:20]=3)[N:14]=1)[N:11]([CH2:21][C:22]1[CH:27]=[CH:26][CH:25]=[CH:24][CH:23]=1)[C:10](=[O:28])[C:9]([CH2:29][C:30]1[CH:35]=[CH:34][CH:33]=[CH:32][CH:31]=1)=[CH:8]2)=[O:4].[NH2:37][CH2:38][C:39]([OH:41])=[O:40].C[O-].[Na+]>>[CH2:21]([N:11]1[C:12]2[C:7](=[C:6]([OH:36])[C:5]([C:3]([NH:37][CH2:38][C:39]([OH:41])=[O:40])=[O:4])=[N:14][C:13]=2[C:15]2[CH:16]=[N:17][CH:18]=[CH:19][CH:20]=2)[CH:8]=[C:9]([CH2:29][C:30]2[CH:31]=[CH:32][CH:33]=[CH:34][CH:35]=2)[C:10]1=[O:28])[C:22]1[CH:27]=[CH:26][CH:25]=[CH:24][CH:23]=1 |f:2.3|. Procedure: A mixture of 1,3-dibenzyl-5-hydroxy-2-oxo-8-pyridin-3-yl-1,2-dihydro-[1,7]naphthyridine-6-carboxylic acid methyl ester (34 mg, 0.071 mmol), glycine (2.85 g, 38 mmol) and NaOMe solution (57 mL, 29 mmol, 0.5 M in MeOH) was refluxed for 16 h. After the mixture was cooled to r.t., the solvent was evaporated in vacuo. The residue was dissolved in saturated NaHCO3 and washed with ether. The aqueous layer was acidified to pH about 3, and the resulting mixture was extracted with EtOAc. The organic layer...